This data is from the Open Reaction Database (ORD), a public repository of structured organic reaction records. The task is: describe an organic reaction: reactants, conditions, products, and yield The reactants are CCc1cc2c(=O)[nH]c(=O)n(Cc3ccc(-c4ccccc4C#N)cc3)c2s1, CCCCP(CCCC)CCCC, COc1ccc(C2(CO)CC2)cc1, O=C(N=NC(=O)N1CCCCC1)N1CCCCC1, C1CCOC1. Yields the product CCc1cc2c(=O)n(CC3(c4ccc(OC)cc4)CC3)c(=O)n(Cc3ccc(-c4ccccc4C#N)cc3)c2s1. Reaction SMILES: [CH2:1]([CH3:2])[c:3]1[cH:4][c:5]2[c:6]([n:7]([CH2:13][c:14]3[cH:15][cH:16][c:17](-[c:20]4[c:21]([C:26]#[N:27])[cH:22][cH:23][cH:24][cH:25]4)[cH:18][cH:19]3)[c:8](=[O:12])[nH:9][c:10]2=[O:11])[s:28]1.[CH2:47]([P:48]([CH2:49][CH2:50][CH2:51][CH3:52])[CH2:53][CH2:54][CH2:55][CH3:56])[CH2:57][CH2:58][CH3:59].[CH3:60][O:61][c:62]1[cH:63][cH:64][c:65]([C:68]2([CH2:71][OH:72])[CH2:69][CH2:70]2)[cH:66][cH:67]1.[N:29]([C:30]([N:31]1[CH2:32][CH2:33][CH2:34][CH2:35][CH2:36]1)=[O:37])=[N:38][C:39]([N:40]1[CH2:41][CH2:42][CH2:43][CH2:44][CH2:45]1)=[O:46].[O:73]1[CH2:74][CH2:75][CH2:76][CH2:77]1>>[CH2:1]([CH3:2])[c:3]1[cH:4][c:5]2[c:6]([n:7]([CH2:13][c:14]3[cH:15][cH:16][c:17](-[c:20]4[c:21]([C:26]#[N:27])[cH:22][cH:23][cH:24][cH:25]4)[cH:18][cH:19]3)[c:8](=[O:12])[n:9]([CH2:71][C:68]3([c:65]4[cH:64][cH:63][c:62]([O:61][CH3:60])[cH:67][cH:66]4)[CH2:69][CH2:70]3)[c:10]2=[O:11])[s:28]1. The reactants are C=C(COC1CCOCC1)C(=O)OCC, SCc1ccccc1, CCO, [Na+], O=C([O-])O, O. Product: CCOC(=O)C(COC1CCOCC1)CSCc1ccccc1. As a reaction SMILES: [CH2:1]([CH3:2])[O:3][C:4]([C:5](=[CH2:6])[CH2:7][O:8][CH:9]1[CH2:10][CH2:11][O:12][CH2:13][CH2:14]1)=[O:15].[CH2:21]([c:22]1[cH:23][cH:24][cH:25][cH:26][cH:27]1)[SH:28].[CH3:29][CH2:30][OH:31].[Na+:20].[O-:16][C:17]([OH:18])=[O:19].[OH2:32]>>[CH2:1]([CH3:2])[O:3][C:4]([CH:5]([CH2:6][S:28][CH2:21][c:22]1[cH:23][cH:24][cH:25][cH:26][cH:27]1)[CH2:7][O:8][CH:9]1[CH2:10][CH2:11][O:12][CH2:13][CH2:14]1)=[O:15]. The reactants are CC(=O)OC(C)=O, CC(=O)O, Cc1cccc2c1OCC2O. Product: Cc1cccc2c1OCC2. Reaction SMILES: [CH3:12][C:13]([O:14][C:15](=[O:16])[CH3:17])=[O:18].[CH3:19][C:20](=[O:21])[OH:22].[CH3:1][c:2]1[cH:3][cH:4][cH:5][c:6]2[c:10]1[O:9][CH2:8][CH:7]2[OH:11]>>[CH3:1][c:2]1[cH:3][cH:4][cH:5][c:6]2[c:10]1[O:9][CH2:8][CH2:7]2. Yields the product N#CC(C#N)(CCC(F)(F)F)Cc1cccc(F)c1. The reactants are CN(C)C=O, N#CC(C#N)CCC(F)(F)F, Fc1cccc(CCl)c1, [H-], [Na+]. RXN SMILES: [CH3:23][N:24]([CH3:25])[CH:26]=[O:27].[F:12][C:13]([CH2:14][CH2:15][CH:16]([C:17]#[N:18])[C:19]#[N:20])([F:21])[F:22].[F:1][c:2]1[cH:3][c:4]([CH2:5][Cl:6])[cH:7][cH:8][cH:9]1.[H-:10].[Na+:11]>>[F:1][c:2]1[cH:3][c:4]([CH2:5][C:16]([CH2:15][CH2:14][C:13]([F:12])([F:21])[F:22])([C:17]#[N:18])[C:19]#[N:20])[cH:7][cH:8][cH:9]1. Reactants: O=C([O-])[O-], Cc1ccccc1, OB(O)c1ccc(Cl)cc1Cl, O=C1CCc2cccc(OS(=O)(=O)C(F)(F)F)c21, [K+], [K+], c1ccc(P(c2ccccc2)(c2ccccc2)[Pd](P(c2ccccc2)(c2ccccc2)c2ccccc2)(P(c2ccccc2)(c2ccccc2)c2ccccc2)P(c2ccccc2)(c2ccccc2)c2ccccc2)cc1. Product: O=C1CCc2cccc(-c3ccc(Cl)cc3Cl)c21. As a reaction SMILES: [C:30](=[O:31])([O-:32])[O-:33].[CH3:36][c:37]1[cH:38][cH:39][cH:40][cH:41][cH:42]1.[Cl:19][c:20]1[c:21]([B:27]([OH:28])[OH:29])[cH:22][cH:23][c:24]([Cl:26])[cH:25]1.[F:1][C:2]([F:3])([F:4])[S:5]([O:6][c:7]1[c:8]2[c:12]([cH:13][cH:14][cH:15]1)[CH2:11][CH2:10][C:9]2=[O:16])(=[O:17])=[O:18].[K+:34].[K+:35].[cH:43]1[cH:44][cH:45][c:46]([P:47]([Pd:48]([P:49]([c:50]2[cH:51][cH:52][cH:53][cH:54][cH:55]2)([c:56]2[cH:57][cH:58][cH:59][cH:60][cH:61]2)[c:62]2[cH:63][cH:64][cH:65][cH:66][cH:67]2)([P:68]([c:69]2[cH:70][cH:71][cH:72][cH:73][cH:74]2)([c:75]2[cH:76][cH:77][cH:78][cH:79][cH:80]2)[c:81]2[cH:82][cH:83][cH:84][cH:85][cH:86]2)[P:87]([c:88]2[cH:89][cH:90][cH:91][cH:92][cH:93]2)([c:94]2[cH:95][cH:96][cH:97][cH:98][cH:99]2)[c:100]2[cH:101][cH:102][cH:103][cH:104][cH:105]2)([c:106]2[cH:107][cH:108][cH:109][cH:110][cH:111]2)[c:112]2[cH:113][cH:114][cH:115][cH:116][cH:117]2)[cH:118][cH:119]1>>[c:7]1(-[c:21]2[c:20]([Cl:19])[cH:25][c:24]([Cl:26])[cH:23][cH:22]2)[c:8]2[c:12]([cH:13][cH:14][cH:15]1)[CH2:11][CH2:10][C:9]2=[O:16]. Yields the product FC1=CN=C2C=CC(N(C2=C1)CC=C)=O (7-Fluoro-1-(2-propen-1-yl)-1,5-naphthyridin-2(1H)-one). The solvent is CN(C)C=O (DMF). Reaction SMILES: [F:1][C:2]1[CH:11]=[C:10]2[C:5]([CH:6]=[CH:7][C:8](=[O:12])[NH:9]2)=[N:4][CH:3]=1.[H-].[Na+].[CH2:15](I)[CH:16]=[CH2:17].O>CN(C=O)C>[F:1][C:2]1[CH:11]=[C:10]2[C:5]([CH:6]=[CH:7][C:8](=[O:12])[N:9]2[CH2:17][CH:16]=[CH2:15])=[N:4][CH:3]=1 |f:1.2|. Isolated yield 63.0%. Starting materials: FC1=CN=C2C=CC(NC2=C1)=O (7-Fluoro-1,5-naphthyridin-2(1H)-one), O (water), [H-].[Na+] (sodium hydride), C(C=C)I (allyl iodide). Procedure details: 7-Fluoro-1,5-naphthyridin-2(1H)-one (2.152 g, 13.122 mmol) was suspended in dry DMF (40 ml) under argon at 0° C., and the stirred suspension was treated with sodium hydride (1.155 g of a 60% w:w dispersion in oil, 2.2 eq.) added in portions. The suspension was allowed to warm to rt. After stirring for 30 mins at rt, the mixture was treated with allyl iodide (2.67 ml, 2.2 eq) and then stirred for a further 30 min before addition of water (100 ml). The mixture was then extracted with DCM (3×200 ml... Run at time 30 minute. The reactants are C(=O)O (formic acid), C(=O)N[C@H]1CC(=O)OC1=O (N-formyl-L-aspartic anhydride), C(=O)N[C@H]1CC(=O)OC1=O (FAA). The product is C(=O)N[C@@H](CC(=O)O)C(=O)O (N-formyl-L-aspartic acid), C(C)(=O)OC(C)=O (acetic anhydride). As a reaction SMILES: [CH:1]([NH:3][C@@H:4]1[C:9](=[O:10])[O:8][C:6](=[O:7])[CH2:5]1)=[O:2].C(O)=[O:12]>>[CH:1]([NH:3][C@H:4]([C:9]([OH:8])=[O:10])[CH2:5][C:6]([OH:12])=[O:7])=[O:2].[C:6]([O:8][C:9](=[O:10])[CH3:4])(=[O:7])[CH3:5]. Procedure: N-formyl-L-aspartic anhydride (hereinafter referred to as FAA) is usually obtained by the reaction of N-formyl-L-aspartic acid with formic acid and acetic anhydride (hereinafter referred to as dehydration reaction). As such a reaction known is a reaction in which acetic acid and formic acid are employed in almost stoichiometric amounts based on aspartic acid (U.S. Pat. No. 4,526,985 and U.S. Pat. No. 4,810,816), which is problematic in that the yield is low as based on the amount of aspartic aci...